This data is from the Open Reaction Database (ORD), a public repository of structured organic reaction records. The task is: describe an organic reaction: reactants, conditions, products, and yield The reactants are BrC1=CC=C(C=C1)C1=C(C(=NO1)C)C(C(C=C)(F)F)O (1-[5-(4-bromo-phenyl)-3-methyl-isoxazol-4-yl]-2,2-difluoro-but-3-en-1-ol), FC1=CC=C(C=C1)I (1-fluoro-4-iodo-benzene). Product: BrC1=CC=C(C=C1)C1=C(C(=NO1)C)C(C(\C=C\C1=CC=C(C=C1)F)(F)F)O ((E)-1-[5-(4-Bromo-phenyl)-3-methyl-isoxazol-4-yl]-2,2-difluoro-4-(4-fluoro-phenyl)-but-3-en-1-ol). As a reaction SMILES: [Br:1][C:2]1[CH:7]=[CH:6][C:5]([C:8]2[O:12][N:11]=[C:10]([CH3:13])[C:9]=2[CH:14]([OH:20])[C:15]([F:19])([F:18])[CH:16]=[CH2:17])=[CH:4][CH:3]=1.[F:21][C:22]1[CH:27]=[CH:26][C:25](I)=[CH:24][CH:23]=1>>[Br:1][C:2]1[CH:3]=[CH:4][C:5]([C:8]2[O:12][N:11]=[C:10]([CH3:13])[C:9]=2[CH:14]([OH:20])[C:15]([F:18])([F:19])/[CH:16]=[CH:17]/[C:25]2[CH:26]=[CH:27][C:22]([F:21])=[CH:23][CH:24]=2)=[CH:6][CH:7]=1. Reported procedure: Prepared according to the procedure described in Example 39, Step 1, using 1-[5-(4-bromo-phenyl)-3-methyl-isoxazol-4-yl]-2,2-difluoro-but-3-en-1-ol and 1-fluoro-4-iodo-benzene. The reactants are Cl.N[C@H]1CC[C@H](CC1)NC(=O)C1=C(NC=2C1=NC=CC2C2=C(C=CC(=C2)OC)OCC2CC2)C (N-(cis-4-aminocyclohexyl)-7-[2-(cyclopropylmethoxy)-5-methoxyphenyl]-2-methyl-1H-pyrrolo[3,2-b]pyridine-3-carboxamide hydrochloride), COCC(=O)Cl (methoxy-acetyl chloride). Procedure details: Starting from N-(cis-4-aminocyclohexyl)-7-[2-(cyclopropylmethoxy)-5-methoxyphenyl]-2-methyl-1H-pyrrolo[3,2-b]pyridine-3-carboxamide hydrochloride (example D.f16) and commercially available methoxy-acetyl chloride the title compound is obtained as colorless solid. RXN SMILES: Cl.[NH2:2][C@@H:3]1[CH2:8][CH2:7][C@H:6]([NH:9][C:10]([C:12]2[C:16]3=[N:17][CH:18]=[CH:19][C:20]([C:21]4[CH:26]=[C:25]([O:27][CH3:28])[CH:24]=[CH:23][C:22]=4[O:29][CH2:30][CH:31]4[CH2:33][CH2:32]4)=[C:15]3[NH:14][C:13]=2[CH3:34])=[O:11])[CH2:5][CH2:4]1.[CH3:35][O:36][CH2:37][C:38](Cl)=[O:39]>>[CH:31]1([CH2:30][O:29][C:22]2[CH:23]=[CH:24][C:25]([O:27][CH3:28])=[CH:26][C:21]=2[C:20]2[CH:19]=[CH:18][N:17]=[C:16]3[C:12]([C:10]([NH:9][C@H:6]4[CH2:7][CH2:8][C@@H:3]([NH:2][C:38](=[O:39])[CH2:37][O:36][CH3:35])[CH2:4][CH2:5]4)=[O:11])=[C:13]([CH3:34])[NH:14][C:15]=23)[CH2:32][CH2:33]1 |f:0.1|. Product: C1(CC1)COC1=C(C=C(C=C1)OC)C1=C2C(=NC=C1)C(=C(N2)C)C(=O)N[C@@H]2CC[C@@H](CC2)NC(COC)=O (7-[2-(Cyclopropylmethoxy)-5-methoxyphenyl]-N-{cis-4-[(methoxyacetyl)amino]cyclohexyl}-2-methyl-1H-pyrrolo[3,2-b]pyridine-3-carboxamide). Starting materials: C(C1=CC=CC=C1)OC=1C=C(C2=C(N=C(S2)NC(=O)NCC)C1)C(CC)=O (1-(5-(benzyloxy)-7-propionylbenzo[d]thiazol-2-yl)-3-ethylurea), CS(=O)(=O)O (methanesulphonic acid), ice. Solvent: ClCCl (dichloromethane). Run at time 1 hour. Product: C(C)NC(=O)NC=1SC2=C(N1)C=C(C=C2C(CC)=O)O (1-Ethyl-3-(5-hydroxy-7-propionylbenzo[d]thiazol-2-yl)urea), solid. Isolated yield 64.0%. Reaction SMILES: C([O:8][C:9]1[CH:10]=[C:11]([C:24](=[O:27])[CH2:25][CH3:26])[C:12]2[S:16][C:15]([NH:17][C:18]([NH:20][CH2:21][CH3:22])=[O:19])=[N:14][C:13]=2[CH:23]=1)C1C=CC=CC=1.CS(O)(=O)=O>ClCCl>[CH2:21]([NH:20][C:18]([NH:17][C:15]1[S:16][C:12]2[C:11]([C:24](=[O:27])[CH2:25][CH3:26])=[CH:10][C:9]([OH:8])=[CH:23][C:13]=2[N:14]=1)=[O:19])[CH3:22]. Procedure: To a solution of 1-(5-(benzyloxy)-7-propionylbenzo[d]thiazol-2-yl)-3-ethylurea (5.50 g, 14.34 mmol) in dichloromethane (50 mL) was added methanesulphonic acid (18.6 mL, 286.8 mmol) at rt. The mixture was stirred for 1 h at rt. After reaction completion (by TLC), was added ice-cold water (100 mL) at 0° C. followed by extraction with EtOAc (3×100 mL). The combined organic layers were washed with water, brine, dried over anhydrous Na2SO4, filtered and concentrated under reduced pressure. The residu... The reactants are F-Dopa, FC1=C(C=O)C=C(C(=C1)OC)OC (2-fluoro-4,5-dimethoxybenzaldehyde), C(C)OC(C(P(=O)(OC)OC)NC(=O)OC(C)(C)C)=O (tert-Butoxycarbonylamino-(dimethoxy-phosphoryl)-acetic acid ethyl ester). The product is C(C)OC(C(=CC1=C(C=C(C(=C1)OC)OC)F)NC(=O)OC(C)(C)C)=O (2-tert-butoxycarbonylamino-3-(2-fluoro-4,5-dimethoxy-phenyl)-acrylic acid ethyl ester). As a reaction SMILES: [F:1][C:2]1[CH:9]=[C:8]([O:10][CH3:11])[C:7]([O:12][CH3:13])=[CH:6][C:3]=1[CH:4]=O.[CH2:14]([O:16][C:17](=[O:33])[CH:18]([NH:25][C:26]([O:28][C:29]([CH3:32])([CH3:31])[CH3:30])=[O:27])P(OC)(OC)=O)[CH3:15]>>[CH2:14]([O:16][C:17](=[O:33])[C:18]([NH:25][C:26]([O:28][C:29]([CH3:32])([CH3:31])[CH3:30])=[O:27])=[CH:4][C:3]1[CH:6]=[C:7]([O:12][CH3:13])[C:8]([O:10][CH3:11])=[CH:9][C:2]=1[F:1])[CH3:15]. Procedure details: In a preferred method of preparing F-Dopa, 2-fluoro-4,5-dimethoxybenzaldehyde is reacted with tert-Butoxycarbonylamino-(dimethoxy-phosphoryl)-acetic acid ethyl ester to produce 2-tert-butoxycarbonylamino-3-(2-fluoro-4,5-dimethoxy-phenyl)-acrylic acid ethyl ester. In this method R is methyl, R1 is methoxy, X is fluorine, R2 is methyl, and Y is tert-butoxycarbonyl. Run in CCOC(=O)C (EtOAc). Run at time 24 hour. As a reaction SMILES: [OH:1][C:2]1[CH:11]=[CH:10][C:5]([C:6]([O:8][CH3:9])=[O:7])=[CH:4][C:3]=1[CH2:12][CH:13]=[CH2:14]>CCOC(C)=O.[Pd]>[OH:1][C:2]1[CH:11]=[CH:10][C:5]([C:6]([O:8][CH3:9])=[O:7])=[CH:4][C:3]=1[CH2:12][CH2:13][CH3:14]. The reagents and catalysts are [Pd] (Pd on carbon). Procedure details: To 22-3 (6.0 g, 33.2 mmol) in 50 mL of EtOAc was added 60 mg of 5% Pd on carbon and the whole was hydrogenated at atmospheric pressure for 24 h. Hydrogen was removed from the reaction mixture and the solution was filtered through Celite. Evaporation of the solvent afforded product 22-4 as a white solid. The reactants are OC1=C(C=C(C(=O)OC)C=C1)CC=C (Methyl 4-hydroxy-3-allylbenzoate). Yields the product OC1=C(C=C(C(=O)OC)C=C1)CCC (Methyl 4-hydroxy-3-propylbenzoate).